This data is from the Open Reaction Database (ORD), a public repository of structured organic reaction records. The task is: describe an organic reaction: reactants, conditions, products, and yield The reactants are ClC1=CC(=C(C=C1O)N1C(N(C(=CC1=O)C(F)(F)F)C)=O)F (3-(4-chloro-2-fluoro-5-hydroxyphenyl)-1-methyl-6-trifluoromethyl-2,4(1H,3H)-pyrimidinedione), C(CCC(=O)[O-])(=O)OCCCl (mono (2-chloroethyl) succinate), C1(CCCCC1)N=C=NC1CCCCC1 (N,N'-dicyclohexylcarbodiimide). The reagents and catalysts are CN(C1=CC=NC=C1)C (4-dimethylaminopyridine). Run in C(Cl)Cl (methylene chloride). The product is C(CCC(=O)OCCCl)(=O)OC1=C(C=C(C(=C1)N1C(N(C(=CC1=O)C(F)(F)F)C)=O)F)Cl (2-chloro-5-[3,6-dihydro-2,6-dioxo-3-methyl-4-trifluoromethyl-1(2H) -pyrimidinyl]-4-fluorophenyl 2-chloroethyl succinate). RXN SMILES: [Cl:1][C:2]1[C:7]([OH:8])=[CH:6][C:5]([N:9]2[C:14](=[O:15])[CH:13]=[C:12]([C:16]([F:19])([F:18])[F:17])[N:11]([CH3:20])[C:10]2=[O:21])=[C:4]([F:22])[CH:3]=1.[C:23]([O:30][CH2:31][CH2:32][Cl:33])(=[O:29])[CH2:24][CH2:25][C:26]([O-])=[O:27].C1(N=C=NC2CCCCC2)CCCCC1>CN(C)C1C=CN=CC=1.C(Cl)Cl>[C:26]([O:8][C:7]1[CH:6]=[C:5]([N:9]2[C:14](=[O:15])[CH:13]=[C:12]([C:16]([F:18])([F:17])[F:19])[N:11]([CH3:20])[C:10]2=[O:21])[C:4]([F:22])=[CH:3][C:2]=1[Cl:1])(=[O:27])[CH2:25][CH2:24][C:23]([O:30][CH2:31][CH2:32][Cl:33])=[O:29]. Reported procedure: using 3-(4-chloro-2-fluoro-5-hydroxyphenyl)-1-methyl-6-trifluoromethyl-2,4(1H,3H)-pyrimidinedione and mono (2-chloroethyl) succinate with N,N'-dicyclohexylcarbodiimide and 4-dimethylaminopyridine as the catalyst in methylene chloride there is obtained 2-chloro-5-[3,6-dihydro-2,6-dioxo-3-methyl-4-trifluoromethyl-1(2H) -pyrimidinyl]-4-fluorophenyl 2-chloroethyl succinate. m.p. 94°-96° C.; Starting materials: C[Zn](C)(C)([Li])([Li])c1ccccc1 (effective_coupling_partner), COc3ccc2cc(N1CCCCC1)ccc2c3 (substrate). The reagents and catalysts are PCy3. Reaction conditions: temperature 25 celsius, time 9 hour. Product: c4ccc(c3ccc2cc(N1CCCCC1)ccc2c3)cc4. Starting materials: BrB(Br)Br, ClCCl, COc1ccc(-c2ccccc2CC#N)cc1, [Cl-], [Na+]. Product: N#CCc1ccccc1-c1ccc(O)cc1. As a reaction SMILES: [B:18]([Br:19])([Br:20])[Br:21].[CH2:24]([Cl:25])[Cl:26].[CH3:1][O:2][c:3]1[cH:4][cH:5][c:6](-[c:9]2[c:10]([CH2:15][C:16]#[N:17])[cH:11][cH:12][cH:13][cH:14]2)[cH:7][cH:8]1.[Cl-:23].[Na+:22]>>[OH:2][c:3]1[cH:4][cH:5][c:6](-[c:9]2[c:10]([CH2:15][C:16]#[N:17])[cH:11][cH:12][cH:13][cH:14]2)[cH:7][cH:8]1. Reagents/catalysts: Cl[Pd]([P](C1=CC=CC=C1)(C2=CC=CC=C2)C3=CC=CC=C3)([P](C4=CC=CC=C4)(C5=CC=CC=C5)C6=CC=CC=C6)Cl ((Ph3P)2PdCl2). Run in C(C)N(CC)CC (triethylamine). RXN SMILES: I[C:2]1[CH:7]=[CH:6][CH:5]=[CH:4][C:3]=1[NH:8][NH2:9].C1(C)C=CC=CC=1.[N+:17]([C:20]1[CH:25]=[CH:24][C:23]([C:26]#[CH:27])=[CH:22][CH:21]=1)([O-:19])=[O:18]>Cl[Pd](Cl)([P](C1C=CC=CC=1)(C1C=CC=CC=1)C1C=CC=CC=1)[P](C1C=CC=CC=1)(C1C=CC=CC=1)C1C=CC=CC=1.C(N(CC)CC)C>[N+:17]([C:20]1[CH:25]=[CH:24][C:23]([CH2:26][C:27]2[C:2]3[C:3](=[CH:4][CH:5]=[CH:6][CH:7]=3)[NH:8][N:9]=2)=[CH:22][CH:21]=1)([O-:19])=[O:18] |^1:30,49|. Yield: 19.3%. Procedure details: Into a dry reaction vessel, 10.3 g (44 mmol) (2-iodophenyl)hydrazine, 100 mL toluene, 50 mL triethylamine, 8.41 g (57.2 mmol) p-nitro phenylacetylene, 500 mg (Ph3P)2PdCl2, 250 mg cuprous iodide were respectively added, and reacted at 110° C. under protection of nitrogen for 4.5 h. It was cooled, rotate evaporated to dryness to remove the solvent, chromatographed on a column to obtain a red liquid 2.15 g (8.50 mmol), at a yield of 19.3%. The reactants are IC1=C(C=CC=C1)NN ((2-iodophenyl)hydrazine), C1(=CC=CC=C1)C (toluene), [N+](=O)([O-])C1=CC=C(C=C1)C#C (p-nitro phenylacetylene), cuprous iodide. Yields the product [N+](=O)([O-])C1=CC=C(CC2=NNC3=CC=CC=C23)C=C1 (3-(4-nitrobenzyl)-1H-indazole).